Dataset: the Open Reaction Database (ORD), a public repository of structured organic reaction records. Task: describe an organic reaction: reactants, conditions, products, and yield Starting materials: BrCC(C(F)(F)F)=O (3-Bromo-1,1,1-trifluoro-propan-2-one), mixture, C(C)(C)(C)OC(NC1(CC1)C(N)=N)=O ((1-Carbamimidoyl-cyclopropyl)-carbamic acid tert-butyl ester), C(=O)([O-])[O-].[K+].[K+] (K2CO3). Run in CC#N (MeCN), CCOC(=O)C (EtOAc), CC#N (MeCN). Conditions: temperature 85 celsius, time 3 hour. The product is C(C)(C)(C)OC(NC1(CC1)C=1NC=C(N1)C(F)(F)F)=O ([1-(4-Trifluoromethyl-1H-imidazol-2-yl)-cyclopropyl]-carbamic acid tert-butyl ester). Yield: 5.3%. As a reaction SMILES: [C:1]([O:5][C:6](=[O:14])[NH:7][C:8]1([C:11](=[NH:13])[NH2:12])[CH2:10][CH2:9]1)([CH3:4])([CH3:3])[CH3:2].C([O-])([O-])=O.[K+].[K+].Br[CH2:22][C:23](=O)[C:24]([F:27])([F:26])[F:25]>CC#N.CCOC(C)=O>[C:1]([O:5][C:6](=[O:14])[NH:7][C:8]1([C:11]2[NH:12][CH:22]=[C:23]([C:24]([F:27])([F:26])[F:25])[N:13]=2)[CH2:10][CH2:9]1)([CH3:4])([CH3:2])[CH3:3] |f:1.2.3|. Procedure: To a suspension of (1-Carbamimidoyl-cyclopropyl)-carbamic acid tert-butyl ester (488 mg, 2.45 mmol) and K2CO3 (676 mg, 4.90 mmol) in MeCN (14 mL) at 85° C. was added a solution of 3-Bromo-1,1,1-trifluoro-propan-2-one (400 mg, 2.09 mmol) in MeCN (10 mL) drop wise over 30 min. The dilute reaction mixture (0.1 N) was stirred at 85° C. for 3 h before cooled to room temperature. Diluted with EtOAc and extracted three times, washed with water and Brine. Dried over MgSO4, filtered and concentrated down...